Dataset: the Open Reaction Database (ORD), a public repository of structured organic reaction records. Task: describe an organic reaction: reactants, conditions, products, and yield Starting materials: CCCCN, CCN=C=NCCCN(C)C, CN(C)c1ccncc1, O=C(O)c1cc2c3c(c1)C(c1ccccc1)CCN3CCC2c1ccccc1. Yields the product CCCCNC(=O)c1cc2c3c(c1)C(c1ccccc1)CCN3CCC2c1ccccc1. Reaction SMILES: [CH2:29]([CH2:30][CH2:31][CH3:32])[NH2:33].[CH3:34][CH2:35][N:36]=[C:37]=[N:38][CH2:39][CH2:40][CH2:41][N:42]([CH3:43])[CH3:44].[CH3:45][N:46]([c:47]1[cH:48][cH:49][n:50][cH:51][cH:52]1)[CH3:53].[c:1]1([CH:7]2[CH2:8][CH2:9][N:10]3[c:11]4[c:12]([cH:13][c:14]([C:17](=[O:18])[OH:19])[cH:15][c:16]42)[CH:20]([c:23]2[cH:24][cH:25][cH:26][cH:27][cH:28]2)[CH2:21][CH2:22]3)[cH:2][cH:3][cH:4][cH:5][cH:6]1>>[c:1]1([CH:7]2[CH2:8][CH2:9][N:10]3[c:11]4[c:12]([cH:13][c:14]([C:17](=[O:19])[NH:33][CH2:29][CH2:30][CH2:31][CH3:32])[cH:15][c:16]42)[CH:20]([c:23]2[cH:24][cH:25][cH:26][cH:27][cH:28]2)[CH2:21][CH2:22]3)[cH:2][cH:3][cH:4][cH:5][cH:6]1.